From a dataset of the Open Reaction Database (ORD), a public repository of structured organic reaction records. describe an organic reaction: reactants, conditions, products, and yield Reactants: CC(C)=O, O=C1CCC(=O)N1I, O=c1[nH]nc(-c2ccncc2)cc1-c1cc2ccccc2[nH]1. Product: O=c1[nH]nc(-c2ccncc2)cc1-c1[nH]c2ccccc2c1I. RXN SMILES: [CH3:31][C:32](=[O:33])[CH3:34].[O:23]=[C:24]1[N:25]([I:30])[C:26](=[O:27])[CH2:28][CH2:29]1.[nH:1]1[c:2](-[c:10]2[c:11](=[O:22])[nH:12][n:13][c:14](-[c:16]3[cH:17][cH:18][n:19][cH:20][cH:21]3)[cH:15]2)[cH:3][c:4]2[cH:5][cH:6][cH:7][cH:8][c:9]12>>[nH:1]1[c:2](-[c:10]2[c:11](=[O:22])[nH:12][n:13][c:14](-[c:16]3[cH:17][cH:18][n:19][cH:20][cH:21]3)[cH:15]2)[c:3]([I:30])[c:4]2[cH:5][cH:6][cH:7][cH:8][c:9]12. Starting materials: C(=O)(OCC)C1NCCSC1 (3-carbethoxythiomorpholine), ClC1=CC(=C(C=C1)N=C=O)F (4-chloro-2-fluorophenylisocyanate). Solvent: CCCCCC (n-hexane), CCOCC (ether). Product: C(=O)(OCC)C1N(CCSC1)C(=O)NC1=C(C=C(C=C1)Cl)F (3-carbethoxy-4-(4-chloro-2-fluorophenylaminocarbonyl)thiomorpholine). The yield is 87.7%. Reaction SMILES: [C:1]([CH:6]1[CH2:11][S:10][CH2:9][CH2:8][NH:7]1)([O:3][CH2:4][CH3:5])=[O:2].[Cl:12][C:13]1[CH:18]=[CH:17][C:16]([N:19]=[C:20]=[O:21])=[C:15]([F:22])[CH:14]=1>CCCCCC.CCOCC>[C:1]([CH:6]1[CH2:11][S:10][CH2:9][CH2:8][N:7]1[C:20]([NH:19][C:16]1[CH:17]=[CH:18][C:13]([Cl:12])=[CH:14][C:15]=1[F:22])=[O:21])([O:3][CH2:4][CH3:5])=[O:2]. Reported procedure: An emulsion of 14 g of 3-carbethoxythiomorpholine in 50 ml of n-hexane was added dropwise to a solution of 14 g of 4-chloro-2-fluorophenylisocyanate in 60 ml of anhydrous ether at 15° to 28° C. with stirring. A heavy oil formed after the addition. The oil crystallized after stirring at room temperature for 15 min. The precipitate was collected by filtration to give 24.3 g of 3-carbethoxy-4-(4-chloro-2-fluorophenylaminocarbonyl)thiomorpholine, m.p. 111.5°-112.5° C. Yields the product Cc1cc(NS(C)(=O)=O)ncc1Br. The reactants are Cc1cc(N)ncc1Br, CN(C)C, CS(=O)(=O)Cl, ClCCl. RXN SMILES: [Br:1][c:2]1[c:3]([CH3:9])[cH:4][c:5]([NH2:8])[n:6][cH:7]1.[CH3:10][N:11]([CH3:12])[CH3:13].[CH3:14][S:15]([Cl:16])(=[O:17])=[O:18].[Cl:19][CH2:20][Cl:21]>>[Br:1][c:2]1[c:3]([CH3:9])[cH:4][c:5]([NH:8][S:15]([CH3:14])(=[O:17])=[O:18])[n:6][cH:7]1. Product: CCOC(=O)CC(=O)COCCOCCN1C(=O)c2ccccc2C1=O. RXN SMILES: [C:1]1(=[O:17])[c:2]2[c:3]([cH:13][cH:14][cH:15][cH:16]2)[C:4](=[O:12])[N:5]1[CH2:6][CH2:7][O:8][CH2:9][CH2:10][OH:11].[Cl:20][CH2:21][C:22]([CH2:23][C:24](=[O:25])[O:26][CH2:27][CH3:28])=[O:29].[ClH:30].[H-:18].[Na+:19].[O:31]1[CH2:32][CH2:33][CH2:34][CH2:35]1>>[C:1]1(=[O:17])[c:2]2[c:3]([cH:13][cH:14][cH:15][cH:16]2)[C:4](=[O:12])[N:5]1[CH2:6][CH2:7][O:8][CH2:9][CH2:10][O:11][CH2:21][C:22]([CH2:23][C:24](=[O:25])[O:26][CH2:27][CH3:28])=[O:29]. Starting materials: O=C1c2ccccc2C(=O)N1CCOCCO, CCOC(=O)CC(=O)CCl, Cl, [H-], [Na+], C1CCOC1. Run in Cl (hydrochloric acid). As a reaction SMILES: [Cl:1][CH2:2][CH2:3][NH:4][C:5]([N:7]([CH:19]([CH3:21])[CH3:20])[CH:8]1[O:16][C@H:15]([CH2:17][OH:18])[C@@H:13]([OH:14])[C@H:11]([OH:12])[C@H:9]1[OH:10])=[O:6].[N:22]([O-])=[O:23].[Na+]>Cl>[Cl:1][CH2:2][CH2:3][N:4]([N:22]=[O:23])[C:5]([N:7]([CH:19]([CH3:21])[CH3:20])[CH:8]1[O:16][C@H:15]([CH2:17][OH:18])[C@@H:13]([OH:14])[C@H:11]([OH:12])[C@H:9]1[OH:10])=[O:6] |f:1.2|. Isolated yield 30.6%. Yields the product ClCCN(C(=O)N(C1[C@H](O)[C@@H](O)[C@H](O)[C@H](O1)CO)C(C)C)N=O (1-(2-chloroethyl)-1-nitroso-3-isopropyl-3-D-glucopyranosylurea). The reactants are ClCCNC(=O)N(C1[C@H](O)[C@@H](O)[C@H](O)[C@H](O1)CO)C(C)C (1-(2-chloroethyl)-3-isopropyl-3-D-glucopyranosylurea), N(=O)[O-].[Na+] (sodium nitrite). Reported procedure: 6.0 g of 1-(2-chloroethyl)-3-isopropyl-3-D-glucopyranosylurea are dissolved in 50 ml of 10% hydrochloric acid, and 6 g of sodium nitrite are added gradually thereto at 0° to 5° C. under stirring. The mixture is further stirred at the same temperature for 10 minutes. The reaction mixture is extracted with ethyl acetate. The extract is washed with an aqueous sodium bicarbonate solution, dried and evaporated to remove solvent. Then, the residue thus obtained is purified by silica gel chromatography... Starting materials: C(=O)(OC(C)(C)C)NCCS(=O)(=O)C1=CC=C(C)C=C1 (N-Boc-2-Tosyl-ethylamine), C(C1=CC=CC=C1)S (benzylmercaptan), C(=O)([O-])[O-].[Cs+].[Cs+] (Cs2CO3). Run in CN(C)C=O (DMF). Reaction conditions: time 18 hour. Yields the product C(=O)(OC(C)(C)C)NCCSCC1=CC=CC=C1 (N-Boc-2-Benzylsulfanyl-ethylamine). As a reaction SMILES: [C:1]([NH:8][CH2:9][CH2:10]S(C1C=CC(C)=CC=1)(=O)=O)([O:3][C:4]([CH3:7])([CH3:6])[CH3:5])=[O:2].[CH2:21]([SH:28])[C:22]1[CH:27]=[CH:26][CH:25]=[CH:24][CH:23]=1.C([O-])([O-])=O.[Cs+].[Cs+]>CN(C=O)C>[C:1]([NH:8][CH2:9][CH2:10][S:28][CH2:21][C:22]1[CH:27]=[CH:26][CH:25]=[CH:24][CH:23]=1)([O:3][C:4]([CH3:7])([CH3:6])[CH3:5])=[O:2] |f:2.3.4|. Procedure: N-Boc-2-Tosyl-ethylamine (100 mg, 0.32 mmol) was added to a mixture of benzylmercaptan (45 mL, 0.38 mmol) and Cs2CO3 (68 mg, 0.21 mmol) in 1.6 mL of dry DMF. The reaction was stirred for 18 hours after which time the reaction mixture was poured onto water. The aqueous layer was extracted three times with AcOEt. The combined organic layers were washed with water, saturated NaHCO3 and brine, dried over Na2SO4 and concentrated. The residue was purified using SiO2 with AcOEt/Petroleum ether 5:95 to ...